This data is from the Open Reaction Database (ORD), a public repository of structured organic reaction records. The task is: describe an organic reaction: reactants, conditions, products, and yield Reactants: C12(CC3CC(CC(C1)C3)C2)C(=O)N2CC(C(C2)C2=CC=CC=C2)CN2CCC(CC2)C2=CC=CC=C2 (1-(1-adamantanecarbonyl)-3-(RS)-((4-phenyl)piperidin-1-yl)methyl-4-(SR)-phenylpyrrolidine), [H-].[Al+3].[Li+].[H-].[H-].[H-] (lithium aluminum hydride). Procedure details: To a solution of 1-(1-adamantanecarbonyl)-3-(RS)-((4-phenyl)piperidin-1-yl)methyl-4-(SR)-phenylpyrrolidine (10 mg, 0.021 mmol) in 2 mL of THF was added lithium aluminum hydride (2 mg, 0.042 mmol). The reaction was heated to reflux. After 2 hours the reaction was quenched with H2O (0.5 mL), 15% NaOH solution (0.5 mL), H2O (1.0 mL) and diluted with a saturated solution of Rochelle salts (50 mL) and CH2Cl2 (50 mL). After stirring for 1 hour the mixture was extracted with CH2Cl2 (3×50 mL). The combi... The product is C12(CC3CC(CC(C1)C3)C2)CN2CC(C(C2)C2=CC=CC=C2)CN2CCC(CC2)C2=CC=CC=C2 (1-((Adamant-1-yl)methyl)-3-(RS)-((4-phenyl)piperidin-1-yl)methyl-4-(SR)-phenylpyrrolidine). As a reaction SMILES: [C:1]12([C:11]([N:13]3[CH2:17][CH:16]([C:18]4[CH:23]=[CH:22][CH:21]=[CH:20][CH:19]=4)[CH:15]([CH2:24][N:25]4[CH2:30][CH2:29][CH:28]([C:31]5[CH:36]=[CH:35][CH:34]=[CH:33][CH:32]=5)[CH2:27][CH2:26]4)[CH2:14]3)=O)[CH2:10][CH:5]3[CH2:6][CH:7]([CH2:9][CH:3]([CH2:4]3)[CH2:2]1)[CH2:8]2.[H-].[Al+3].[Li+].[H-].[H-].[H-]>C1COCC1>[C:1]12([CH2:11][N:13]3[CH2:17][CH:16]([C:18]4[CH:19]=[CH:20][CH:21]=[CH:22][CH:23]=4)[CH:15]([CH2:24][N:25]4[CH2:30][CH2:29][CH:28]([C:31]5[CH:32]=[CH:33][CH:34]=[CH:35][CH:36]=5)[CH2:27][CH2:26]4)[CH2:14]3)[CH2:8][CH:7]3[CH2:9][CH:3]([CH2:4][CH:5]([CH2:6]3)[CH2:10]1)[CH2:2]2 |f:1.2.3.4.5.6|. The solvent is C1CCOC1 (THF). Yield: 91.4%. Conditions: time 1 hour. The reactants are CN(C)c1ccncc1, CCN(C(C)C)C(C)C, CN(CC(CC1CCCCC1)NC(=O)N1CCCC(C(OCCO)c2cccc(Cl)c2)C1)C(=O)OCC[Si](C)(C)C, O=C(Cl)Oc1ccc([N+](=O)[O-])cc1, ClCCl. Product: CN(CC(CC1CCCCC1)NC(=O)N1CCCC(C(OCCOC(=O)Oc2ccc([N+](=O)[O-])cc2)c2cccc(Cl)c2)C1)C(=O)OCC[Si](C)(C)C. As a reaction SMILES: [CH3:64][N:65]([c:66]1[cH:67][cH:68][n:69][cH:70][cH:71]1)[CH3:72].[CH:42]([N:43]([CH2:44][CH3:45])[CH:46]([CH3:47])[CH3:48])([CH3:49])[CH3:50].[Cl:1][c:2]1[cH:3][c:4]([CH:8]([CH:9]2[CH2:10][N:11]([C:15](=[O:16])[NH:17][CH:18]([CH2:19][N:20]([C:21]([O:22][CH2:23][CH2:24][Si:25]([CH3:26])([CH3:27])[CH3:28])=[O:29])[CH3:30])[CH2:31][CH:32]3[CH2:33][CH2:34][CH2:35][CH2:36][CH2:37]3)[CH2:12][CH2:13][CH2:14]2)[O:38][CH2:39][CH2:40][OH:41])[cH:5][cH:6][cH:7]1.[Cl:51][C:52](=[O:53])[O:54][c:55]1[cH:56][cH:57][c:58]([N+:61](=[O:62])[O-:63])[cH:59][cH:60]1.[Cl:73][CH2:74][Cl:75]>>[Cl:1][c:2]1[cH:3][c:4]([CH:8]([CH:9]2[CH2:10][N:11]([C:15](=[O:16])[NH:17][CH:18]([CH2:19][N:20]([C:21]([O:22][CH2:23][CH2:24][Si:25]([CH3:26])([CH3:27])[CH3:28])=[O:29])[CH3:30])[CH2:31][CH:32]3[CH2:33][CH2:34][CH2:35][CH2:36][CH2:37]3)[CH2:12][CH2:13][CH2:14]2)[O:38][CH2:39][CH2:40][O:41][C:52](=[O:53])[O:54][c:55]2[cH:56][cH:57][c:58]([N+:61](=[O:62])[O-:63])[cH:59][cH:60]2)[cH:5][cH:6][cH:7]1. Starting materials: C(C1=CC=CC=C1)N1CC(C(C1)C(=O)OCC)C(=O)N1CCC(CC1)C1=CC=C(C=C1)F (1-benzyl-3-(RS)-(4-(4-fluorophenyl)piperidinylcarbonyl)-4-(RS)-(ethoxycarbonyl)pyrrolidine), solution, [H-].[Al+3].[Li+].[H-].[H-].[H-] (lithium aluminum hydride). The solvent is C1CCOC1 (THF), CCOCC (ether). Reaction conditions: temperature 0 celsius, time 30 minute. Yields the product C(C1=CC=CC=C1)N1CC(C(C1)CO)CN1CCC(CC1)C1=CC=C(C=C1)F (1-Benzyl-3-(RS)-(4-(4-fluorophenyl)piperidinylmethyl)-4-(SR)-hydroxymethylpyrrolidine). The yield is 84.2%. Reaction SMILES: [CH2:1]([N:8]1[CH2:12][CH:11]([C:13](OCC)=[O:14])[CH:10]([C:18]([N:20]2[CH2:25][CH2:24][CH:23]([C:26]3[CH:31]=[CH:30][C:29]([F:32])=[CH:28][CH:27]=3)[CH2:22][CH2:21]2)=O)[CH2:9]1)[C:2]1[CH:7]=[CH:6][CH:5]=[CH:4][CH:3]=1.[H-].[Al+3].[Li+].[H-].[H-].[H-]>C1COCC1.CCOCC>[CH2:1]([N:8]1[CH2:12][CH:11]([CH2:13][OH:14])[CH:10]([CH2:18][N:20]2[CH2:21][CH2:22][CH:23]([C:26]3[CH:27]=[CH:28][C:29]([F:32])=[CH:30][CH:31]=3)[CH2:24][CH2:25]2)[CH2:9]1)[C:2]1[CH:7]=[CH:6][CH:5]=[CH:4][CH:3]=1 |f:1.2.3.4.5.6|. Reported procedure: To a solution of 6.4 g (14.6 mmol) of 1-benzyl-3-(RS)-(4-(4-fluorophenyl)piperidinylcarbonyl)-4-(RS)-(ethoxycarbonyl)pyrrolidine in 60 mL of THF at 0° C. was added 17.5 mL (17.5 mmol) of a 1M solution of lithium aluminum hydride (LAH) in ether and the reaction was stirred at 0° C. for 30 min. The reaction mixture was quenched with SN NaOH. The reaction mixture was extracted with ether and the combined organic fractions were washed with 5N NaOH solution. The organic fractions were dried over Na2S... The reactants are CN1N=NC=C1C(O)C1=CN=CN1C ((1-methyl-1H-1,2,3-triazol-5-yl)(1-methyl-1H-imidazol-5-yl)methanol), Intermediate 6. The reagents and catalysts are [O-2].[O-2].[Mn+4] (manganese dioxide). Solvent: O1CCOCC1 (1,4-dioxane). The product is CN1N=NC=C1C(=O)C1=CN=CN1C ((1-Methyl-1H-1,2,3-triazol-5-yl)(1-methyl-1H-imidazol-5-yl)methanone). Reaction SMILES: [CH3:1][N:2]1[C:6]([CH:7]([C:9]2[N:13]([CH3:14])[CH:12]=[N:11][CH:10]=2)[OH:8])=[CH:5][N:4]=[N:3]1>O1CCOCC1.[O-2].[O-2].[Mn+4]>[CH3:1][N:2]1[C:6]([C:7]([C:9]2[N:13]([CH3:14])[CH:12]=[N:11][CH:10]=2)=[O:8])=[CH:5][N:4]=[N:3]1 |f:2.3.4|. Procedure details: A mixture of (1-methyl-1H-1,2,3-triazol-5-yl)(1-methyl-1H-imidazol-5-yl)methanol (1.90 g, 9.83 mmol, Intermediate 6: step a) and manganese dioxide (5.04 g, 49.3 mmol) in 1,4-dioxane (100 mL) was stirred in a 100° C. oil bath under argon for 2 hours. The mixture was allowed to cool to room temperature, then was filtered through a pad of Celite®, rinsing with DCM. The filtrate was concentrated, yielding the title compound as a brown powder. The reactants are CNCC(C)N1C2=CC=CC=C2SC=2C=CC(=CC12)C#N (10-[(2RS)-1-methylamino-2-propyl]-2-phenothiazinecarbonitrile), ICCC (1-iodopropane), C(O)([O-])=O.[Na+] (sodium hydrogen carbonate). The solvent is CN(C=O)C (dimethylformamide), C(C)(=O)OCC (ethyl acetate). Run at temperature 140 celsius. The product is CN(CCC)CC(C)N1C2=CC=CC=C2SC=2C=CC(=CC12)C#N (10-[(2RS)-1-(N-Methyl-N-propylamino)-2-propyl]-2-phenothiazinecarbonitrile). Reaction SMILES: [CH3:1][NH:2][CH2:3][CH:4]([N:6]1[C:19]2[CH:18]=[C:17]([C:20]#[N:21])[CH:16]=[CH:15][C:14]=2[S:13][C:12]2[C:7]1=[CH:8][CH:9]=[CH:10][CH:11]=2)[CH3:5].I[CH2:23][CH2:24][CH3:25].C(=O)([O-])O.[Na+]>CN(C)C=O.C(OCC)(=O)C>[CH3:1][N:2]([CH2:3][CH:4]([N:6]1[C:19]2[CH:18]=[C:17]([C:20]#[N:21])[CH:16]=[CH:15][C:14]=2[S:13][C:12]2[C:7]1=[CH:8][CH:9]=[CH:10][CH:11]=2)[CH3:5])[CH2:23][CH2:24][CH3:25] |f:2.3|. Procedure: A suspension of 10-[(2RS)-1-methylamino-2-propyl]-2-phenothiazinecarbonitrile (4.7 g), 1-iodopropane (1.55 cc) and sodium hydrogen carbonate (2 g) in dimethylformamide (47 cc) is heated for 6 hours to a temperature of 140° C. After cooling, the reaction mixture is diluted with ethyl acetate (200 cc), washed with distilled water (4×30 cc), dried over magnesium sulphate, filtered and concentrated to dryness under reduced pressure (30 mm Hg; 4 kPa) at 40° C. The residual oil (5.2 g) is purified by ... Reactants: [BH4-], CO, N=C(NC=Cc1ccc([N+](=O)[O-])cc1)c1ccccc1, [Na+], O. Product: N=C(NC=Cc1ccc(N)cc1)c1ccccc1. As a reaction SMILES: [BH4-:1].[CH3:24][OH:25].[N+:4]([O-:5])(=[O:6])[c:7]1[cH:8][cH:9][c:10]([CH:11]=[CH:12][NH:13][C:14]([c:15]2[cH:16][cH:17][cH:18][cH:19][cH:20]2)=[NH:21])[cH:22][cH:23]1.[Na+:2].[OH2:3]>>[NH2:4][c:7]1[cH:8][cH:9][c:10]([CH:11]=[CH:12][NH:13][C:14]([c:15]2[cH:16][cH:17][cH:18][cH:19][cH:20]2)=[NH:21])[cH:22][cH:23]1. Reactants: O=C1C=C(S(=O)(=O)O)c2ccccc2C1=O, CNC1CCCCC1, [Na], O. Yields the product CN(C1=CC(=O)C(=O)c2ccccc21)C1CCCCC1. RXN SMILES: [C:2]1(=[O:17])[C:3](=[O:16])[CH:4]=[C:5]([S:12]([OH:13])(=[O:14])=[O:15])[c:6]2[cH:7][cH:8][cH:9][cH:10][c:11]21.[CH3:18][NH:19][CH:20]1[CH2:21][CH2:22][CH2:23][CH2:24][CH2:25]1.[Na:1].[OH2:26]>>[C:2]1(=[O:17])[C:3](=[O:16])[CH:4]=[C:5]([N:19]([CH3:18])[CH:20]2[CH2:21][CH2:22][CH2:23][CH2:24][CH2:25]2)[c:6]2[cH:7][cH:8][cH:9][cH:10][c:11]21. The reactants are C(C)OC(CNCC=CC)=O (N-2-butenylglycine ethyl ester), N1=CC=CC=C1 (pyridine), Cl.NO (hydroxylamine hydrochloride), C(OC)(OC)OC (trimethyl orthoformate), N(=C=O)CCCC(=O)C1=CC=CC=C1 (4-isocyanatobutyrophenone). The solvent is C1CCOC1 (THF), C1CCOC1 (THF). The product is ON=C(CCC)C1=CC=C(C=C1)NC(=O)N(CC(=O)OCC)CC=CC (N-[4-(1-hydroxyiminobutyl)phenyl]-N'-(2-butenyl)-N'-ethoxycarbonylmethylurea). RXN SMILES: [CH2:1]([O:3][C:4](=[O:11])[CH2:5][NH:6][CH2:7][CH:8]=[CH:9][CH3:10])[CH3:2].N([CH2:15][CH2:16][CH2:17][C:18]([C:20]1[CH:25]=[CH:24][CH:23]=[CH:22][CH:21]=1)=O)=C=O.Cl.[NH2:27][OH:28].C([O:34][CH3:35])(OC)OC.[N:36]1C=CC=CC=1>C1COCC1>[OH:28][N:27]=[C:18]([C:20]1[CH:21]=[CH:22][C:23]([NH:36][C:35]([N:6]([CH2:7][CH:8]=[CH:9][CH3:10])[CH2:5][C:4]([O:3][CH2:1][CH3:2])=[O:11])=[O:34])=[CH:24][CH:25]=1)[CH2:17][CH2:16][CH3:15] |f:2.3|. Procedure: A solution of 0.02 mol N-2-butenylglycine ethyl ester, prepared as described by S. B. Hyeon, I. Nagai, H. Iesaka, T. Kajita, and M. Furushima in European Patent Application No. 181,494, in 40 mL of THF is added dropwise to a solution of 0.02 mol of 4-isocyanatobutyrophenone, prepared as described by E. E. Kilbourn, D. L. Peardon, and J. E. Ware in U.S. Pat. No. 3,931,203, and 5 mL of pyridine in 40 mL of THF, and the reaction mixture is stirred for 3 hours. The solvent is then removed by rotary ... Reactants: C(C1=CC=CC=C1)OC(=O)N[C@H](C)C(=O)O (Nα -benzyloxycarbonyl-D-alanine), C1(CCCCC1)N=C=NC1CCCCC1 (dicyclohexylcarbodiimide), Cl.COC([C@@H](N)CC(C)C)=O (leucine methyl ester hydrochloride), ON1N=NC2=C1C=CC=C2 (1-hydroxybenztriazole). Solvent: C(C)N(CC)CC (triethylamine), CN(C=O)C (dimethylformamide). Conditions: temperature 50 celsius. The product is C(C1=CC=CC=C1)OC(=O)N[C@H](C)C(=O)N[C@@H](CC(C)C)C(=O)OC (Nα -Benzyloxycarbonyl-D-alanyl-L-leucine, methyl ester). RXN SMILES: [CH2:1]([O:8][C:9]([NH:11][C@@H:12]([C:14]([OH:16])=O)[CH3:13])=[O:10])[C:2]1[CH:7]=[CH:6][CH:5]=[CH:4][CH:3]=1.Cl.[CH3:18][O:19][C:20](=[O:27])[C@H:21]([CH2:23][CH:24]([CH3:26])[CH3:25])[NH2:22].ON1C2C=CC=CC=2N=N1.C1(N=C=NC2CCCCC2)CCCCC1>C(N(CC)CC)C.CN(C)C=O>[CH2:1]([O:8][C:9]([NH:11][C@@H:12]([C:14]([NH:22][C@H:21]([C:20]([O:19][CH3:18])=[O:27])[CH2:23][CH:24]([CH3:26])[CH3:25])=[O:16])[CH3:13])=[O:10])[C:2]1[CH:3]=[CH:4][CH:5]=[CH:6][CH:7]=1 |f:1.2|. Reported procedure: Nα -Benzyloxycarbonyl-D-alanyl-L-leucine, methyl ester is prepared by the following procedure. A solution of 8.92 g. of Nα -benzyloxycarbonyl-D-alanine, 7.28 g. of leucine methyl ester hydrochloride and 5.4 g. of 1-hydroxybenztriazole in 120 ml. of dimethylformamide is cooled to -10° C. with stirring and is treated with 5.6 ml. of triethylamine. The mixture is stirred for ten minutes at -10° C. and is treated with 8.6 g. of dicyclohexylcarbodiimide. The reaction is then stirred at -10° C. for fi...